From a dataset of the Open Reaction Database (ORD), a public repository of structured organic reaction records. describe an organic reaction: reactants, conditions, products, and yield Reactants: B, CSC, O=C(O)Cc1ccc(O)c(F)c1F, C1CCOC1. Product: OCCc1ccc(O)c(F)c1F. As a reaction SMILES: [BH3:4].[CH3:1][S:2][CH3:3].[F:5][c:6]1[c:7]([CH2:14][C:15](=[O:16])[OH:17])[cH:8][cH:9][c:10]([OH:13])[c:11]1[F:12].[O:18]1[CH2:19][CH2:20][CH2:21][CH2:22]1>>[F:5][c:6]1[c:7]([CH2:14][CH2:15][OH:16])[cH:8][cH:9][c:10]([OH:13])[c:11]1[F:12].